Dataset: the Open Reaction Database (ORD), a public repository of structured organic reaction records. Task: describe an organic reaction: reactants, conditions, products, and yield Starting materials: C(=O)C1=CC=C(O1)C#N (5-formyl-2-furancarbonitrile), P(=O)(O)(O)[O-].[Na+] (sodium dihydrogenphosphate), [BH4-].[K+] (potassium borohydride). Solvent: O1CCCC1 (tetrahydrofuran), O (water). Conditions: time 5 hour. The product is OCC1=CC=C(O1)C#N (5-hydroxymethyl-2-furancarbonitrile). Yield: 87.1%. As a reaction SMILES: [CH:1]([C:3]1[O:7][C:6]([C:8]#[N:9])=[CH:5][CH:4]=1)=[O:2].[BH4-].[K+].P([O-])(O)(O)=O.[Na+]>O1CCCC1.O>[OH:2][CH2:1][C:3]1[O:7][C:6]([C:8]#[N:9])=[CH:5][CH:4]=1 |f:1.2,3.4|. Procedure: 0.87 g of the aldehyde of Stage A in 5 ml of tetrahydrofuran and 1 ml of water was cooled to 0° C. and 0.47 g of potassium borohydride were introduced. The mixture was stirred for 5 hours, poured into an aqueous sodium dihydrogenphosphate solution and extracted with isopropyl ether. The extract was dried and the solvent was evaporated to obtain 0.77 g of the expected product. Starting materials: N1C(CNCC1=O)=O (piperazine-2,6-dione), ClC=1C=C(C=C(C1)C(F)(F)F)C1(CC(=NO1)C1=CC(=C(C(=O)O)C=C1)C)C(F)(F)F (4-[5-[3-chloro-5-(trifluoromethyl)phenyl]-5-(trifluoromethyl)-4,5-dihydro-1,2-oxazol-3-yl]-2-methylbenzoic acid), C=1C=CC2=C(C1)N=NN2O (HOBt), TEA, CCN=C=NCCCN(C)C (EDCI). The solvent is ClCCl (dichloromethane), C(Cl)Cl (DCM). Conditions: time 0.5 hour. The product is ClC=1C=C(C=C(C1)C(F)(F)F)C1(CC(=NO1)C1=CC(=C(C=C1)C(=O)N1CC(NC(C1)=O)=O)C)C(F)(F)F (4-[(4-[5-[3-chloro-5-(trifluoromethyl)phenyl]-5-(trifluoromethyl)-4,5-dihydro-1,2-oxazol-3-yl]-2-methylphenyl)carbonyl]piperazine-2,6-dione). Reaction SMILES: [Cl:1][C:2]1[CH:3]=[C:4]([C:12]2([C:27]([F:30])([F:29])[F:28])[O:16][N:15]=[C:14]([C:17]3[CH:25]=[CH:24][C:20]([C:21](O)=[O:22])=[C:19]([CH3:26])[CH:18]=3)[CH2:13]2)[CH:5]=[C:6]([C:8]([F:11])([F:10])[F:9])[CH:7]=1.CCN=C=NCCCN(C)C.C1C=CC2N(O)N=NC=2C=1.[NH:52]1[C:57](=[O:58])[CH2:56][NH:55][CH2:54][C:53]1=[O:59]>C(Cl)Cl>[Cl:1][C:2]1[CH:3]=[C:4]([C:12]2([C:27]([F:28])([F:29])[F:30])[O:16][N:15]=[C:14]([C:17]3[CH:25]=[CH:24][C:20]([C:21]([N:55]4[CH2:56][C:57](=[O:58])[NH:52][C:53](=[O:59])[CH2:54]4)=[O:22])=[C:19]([CH3:26])[CH:18]=3)[CH2:13]2)[CH:5]=[C:6]([C:8]([F:9])([F:10])[F:11])[CH:7]=1. Reported procedure: Into a 100-mL round-bottom flask, was placed 4-[5-[3-chloro-5-(trifluoromethyl)phenyl]-5-(trifluoromethyl)-4,5-dihydro-1,2-oxazol-3-yl]-2-methylbenzoic acid (452 mg, 1.00 mmol, 1.00 equiv), dichloromethane (50 mL), TEA (202 mg, 2.00 mmol, 2.00 equiv), EDCI (384 mg, 2.00 mmol, 2.00 equiv), HOBt (270 mg, 2.00 mmol, 2.00 equiv). The mixture was stirred for 0.5 h at room temperature. This was followed by the addition of piperazine-2,6-dione (125 mg, 1.10 mmol, 1.10 equiv). The resulting solution was...